Dataset: the Open Reaction Database (ORD), a public repository of structured organic reaction records. Task: describe an organic reaction: reactants, conditions, products, and yield The reactants are C(C)(=O)[O-].[Na+] (Sodium acetate), BrC=1C=C(C=CC1)NC1=NC=NC2=CC=C(C=C12)NC(=O)C=CC(=O)O (3-[4-(3-Bromo-phenylamino)-quinazolin-6-ylcarbamoyl]-acrylic acid). Solvent: C(C)(=O)OC(C)=O (acetic anhydride). Yields the product BrC=1C=C(C=CC1)N(C(C)=O)C1=NC=NC2=CC=C(C=C12)N1C(C=CC1=O)=O (N-(3-bromo-phenyl)-N-[6-(2,5-dioxo-2,5-dihydro-pyrrol-1-yl)-quinazolin-4-yl]-acetamide). Isolated yield 39.0%. As a reaction SMILES: [C:1]([O-])(=[O:3])[CH3:2].[Na+].[Br:6][C:7]1[CH:8]=[C:9]([NH:13][C:14]2[C:23]3[C:18](=[CH:19][CH:20]=[C:21]([NH:24][C:25]([CH:27]=[CH:28][C:29](O)=[O:30])=[O:26])[CH:22]=3)[N:17]=[CH:16][N:15]=2)[CH:10]=[CH:11][CH:12]=1>C(OC(=O)C)(=O)C>[Br:6][C:7]1[CH:8]=[C:9]([N:13]([C:14]2[C:23]3[C:18](=[CH:19][CH:20]=[C:21]([N:24]4[C:29](=[O:30])[CH:28]=[CH:27][C:25]4=[O:26])[CH:22]=3)[N:17]=[CH:16][N:15]=2)[C:1](=[O:3])[CH3:2])[CH:10]=[CH:11][CH:12]=1 |f:0.1|. Procedure details: Sodium acetate (0.10 g, 1.2 mmol) was added to a suspension of 3-[4-(3-bromo-phenylamino)-quinazolin-6-ylcarbamoyl]-acrylic acid (Z) (0.25 g, 0.61 mmol) in 5 mL of acetic anhydride, and the mixture was heated under reflux for 30 minutes. After cooling to room temperature, the reaction was filterd and the filtrate concentrated to dryness in vacuo. The residue was taken up in EtOAc and washed sequentially with saturated sodium bicarbonate, water, and brine. The EtOAc portion was dried over magnesi... Starting materials: BrC=1C=CC(=C(C1)NC(C(C)C)=O)C (N-(5-bromo-2-methylphenyl)-2-methylpropanamide), CC1(OB(OC1(C)C)C=1CCN(CC1)C(=O)OC(C)(C)C)C (tert-butyl 4-(4,4,5,5-tetramethyl-1,3,2-dioxaborolan-2-yl)-3,6-dihydro-1(2H)-pyridinecarboxylate). Yields the product C(C(C)C)(=O)NC=1C=C(C=CC1C)C=1CCN(CC1)C(=O)OC(C)(C)C (TERT-BUTYL 4-[3-(ISOBUTYRYLAMINO)-4-METHYLPHENYL]-3,6-DIHYDRO-1(2H)-PYRIDINECARBOXYLATE). As a reaction SMILES: Br[C:2]1[CH:3]=[CH:4][C:5]([CH3:14])=[C:6]([NH:8][C:9](=[O:13])[CH:10]([CH3:12])[CH3:11])[CH:7]=1.CC1(C)C(C)(C)OB([C:23]2[CH2:24][CH2:25][N:26]([C:29]([O:31][C:32]([CH3:35])([CH3:34])[CH3:33])=[O:30])[CH2:27][CH:28]=2)O1>>[C:9]([NH:8][C:6]1[CH:7]=[C:2]([C:23]2[CH2:28][CH2:27][N:26]([C:29]([O:31][C:32]([CH3:35])([CH3:34])[CH3:33])=[O:30])[CH2:25][CH:24]=2)[CH:3]=[CH:4][C:5]=1[CH3:14])(=[O:13])[CH:10]([CH3:12])[CH3:11]. Procedure: Prepared by Procedure W and Scheme AF using N-(5-bromo-2-methylphenyl)-2-methylpropanamide and tert-butyl 4-(4,4,5,5-tetramethyl-1,3,2-dioxaborolan-2-yl)-3,6-dihydro-1(2H)-pyridinecarboxylate: ESMS m/e: 259.1 (M−100)+. Starting materials: NN (hydrazine), N (ammonia), ClC=1N=NC(=CC1)Cl (3.6-dichloropyridazine). Solvent: O (water). Product: ClC=1N=NC(=CC1)NN (3-chloro-6-hydrazinopyridazine). The yield is 85.9%. Reaction SMILES: [NH2:1][NH2:2].N.[Cl:4][C:5]1[N:6]=[N:7][C:8](Cl)=[CH:9][CH:10]=1>O>[Cl:4][C:5]1[N:6]=[N:7][C:8]([NH:1][NH2:2])=[CH:9][CH:10]=1. Procedure: To a solution of 25% aqueous hydrazine (4.25 1) and 32% ammonia (7.5 1) in water (23.7 1) 3.6-dichloropyridazine (3 kg) was added, while maintaining a gentle stream of nitrogen. The mixture was headed at reflux for 2 hours and, after cooling, the precipitate was collected, washed with water and dried to afford 2.5 kg (85.9%) of 3-chloro-6-hydrazinopyridazine, m.p. 140°-141° C. Reactants: COC(C1=CC=C(C=C1)C(C1=CC=C(C=C1)OC)=O)=O (4-(4-methoxy-benzoyl)-benzoic acid methyl ester), BrBr (bromine). Solvent: ClCCl (dichlormethane), ClCCl (dichloromethane). Yields the product COC(C1=CC=C(C=C1)C(C1=CC(=C(C=C1)OC)Br)=O)=O (4-(3-Bromo-4-methoxy-benzoyl)-benzoic acid methyl ester). RXN SMILES: [CH3:1][O:2][C:3](=[O:20])[C:4]1[CH:9]=[CH:8][C:7]([C:10](=[O:19])[C:11]2[CH:16]=[CH:15][C:14]([O:17][CH3:18])=[CH:13][CH:12]=2)=[CH:6][CH:5]=1.[Br:21]Br>ClCCl>[CH3:1][O:2][C:3](=[O:20])[C:4]1[CH:5]=[CH:6][C:7]([C:10](=[O:19])[C:11]2[CH:16]=[CH:15][C:14]([O:17][CH3:18])=[C:13]([Br:21])[CH:12]=2)=[CH:8][CH:9]=1. Reported procedure: To the solution of 4-(4-methoxy-benzoyl)-benzoic acid methyl ester (3.4 g, 12.6 mmol) in dichloromethane (10 mL) is added bromine (2.4 g, 15.1 mmol). The solution is stirred at room temperature till the starting material is gone. Then the mixture is diluted with dichlormethane, washed with 1N NaOH, water, brine, dried, and purified with column chromatography to give the titled compound as a yellow solid: 4.42 g (100%). The reactants are O (water), B(=O)[O-].[Na+] (sodium boranate), S-2-(dibenzyl-hydroxymethyl)-pyrrolidine hydrochloride, ( E )-isomer, C1(CCCCC1)C=C(C(C(C)(C)C)=O)N1N=CN=C1 (1-cyclohexyl-4,4-dimethyl-2-(1,2,4-triazol-1-yl)-pent-1-en-3-one). Solvent: O1CCCC1 (tetrahydrofuran). Run at time 2 hour. The product is C1(CCCCC1)\C=C(/C(C(C)(C)C)O)\N1N=CN=C1 ((E)-1-cyclohexyl-4,4-dimethyl-3-hydroxy-2-(1,2,4-triazol-1-yl)-pent-1-ene). As a reaction SMILES: B([O-])=O.[Na+].[CH:5]1([CH:11]=[C:12]([N:19]2[CH:23]=[N:22][CH:21]=[N:20]2)[C:13](=[O:18])[C:14]([CH3:17])([CH3:16])[CH3:15])[CH2:10][CH2:9][CH2:8][CH2:7][CH2:6]1.O>O1CCCC1>[CH:5]1(/[CH:11]=[C:12](/[N:19]2[CH:23]=[N:22][CH:21]=[N:20]2)\[CH:13]([OH:18])[C:14]([CH3:17])([CH3:16])[CH3:15])[CH2:6][CH2:7][CH2:8][CH2:9][CH2:10]1 |f:0.1|. Procedure: 0.68 g (0.018 mol) of sodium boranate is added to a suspension of 5.2 g (0.018 mol) of S-2-(dibenzyl-hydroxymethyl)-pyrrolidine hydrochloride in 75 ml of absolute tetrahydrofuran at -30° C., with stirring. The temperature is allowed to rise gradually to 20° C. and stirring is continued at 20° C. for a further 2 hours. Thereafter, 3.15 g (0.012 mol) of the (E)-isomer of 1-cyclohexyl-4,4-dimethyl-2-(1,2,4-triazol-1-yl)-pent-1-en-3-one are added dropwise and the mixture is stirred at 40° C. for 20 ... Reactants: COC(=O)C1Oc2ccccc2C2(CC2)c2ccc(OC)c(OC)c2O1, [Na+], C1CCOC1, [OH-], O. The product is COc1ccc2c(c1OC)OC(C(=O)O)Oc1ccccc1C21CC1. As a reaction SMILES: [CH3:1][O:2][c:3]1[cH:4][cH:5][c:6]2[c:7]([c:24]1[O:25][CH3:26])[O:8][CH:9]([C:20](=[O:21])[O:22][CH3:23])[O:10][c:11]1[c:12]([cH:13][cH:14][cH:15][cH:16]1)[C:17]21[CH2:18][CH2:19]1.[Na+:28].[O:29]1[CH2:30][CH2:31][CH2:32][CH2:33]1.[OH-:27].[OH2:34]>>[CH3:1][O:2][c:3]1[cH:4][cH:5][c:6]2[c:7]([c:24]1[O:25][CH3:26])[O:8][CH:9]([C:20](=[O:21])[OH:22])[O:10][c:11]1[c:12]([cH:13][cH:14][cH:15][cH:16]1)[C:17]21[CH2:18][CH2:19]1.